From a dataset of the Open Reaction Database (ORD), a public repository of structured organic reaction records. describe an organic reaction: reactants, conditions, products, and yield As a reaction SMILES: [Br:11][c:12]1[cH:13][cH:14][c:15]([Cl:16])[cH:17][c:18]1[CH3:19].[Br:1][c:2]1[c:3]([CH2:4][Br:5])[cH:6][c:7]([Cl:10])[cH:8][cH:9]1.[Br:20][N:21]1[C:22](=[O:23])[CH2:24][CH2:25][C:26]1=[O:27].[C:55](=[O:56])([O-:57])[O-:58].[C:66]([O:67][CH2:68][CH3:69])(=[O:70])[CH3:71].[CH3:61][N:62]([CH3:63])[CH:64]=[O:65].[CH:28]1([n:34]2[c:35](-[c:48]3[cH:49][cH:50][c:51]([OH:54])[cH:52][cH:53]3)[n:36][c:37]3[c:38]2[cH:39][cH:40][c:41]([C:43](=[O:44])[O:45][CH2:46][CH3:47])[cH:42]3)[CH2:29][CH2:30][CH2:31][CH2:32][CH2:33]1.[K+:59].[K+:60].[OH2:72]>>[Br:1][c:2]1[c:3]([CH2:4][O:54][c:51]2[cH:50][cH:49][c:48](-[c:35]3[n:34]([CH:28]4[CH2:29][CH2:30][CH2:31][CH2:32][CH2:33]4)[c:38]4[c:37]([n:36]3)[cH:42][c:41]([C:43](=[O:44])[O:45][CH2:46][CH3:47])[cH:40][cH:39]4)[cH:53][cH:52]2)[cH:6][c:7]([Cl:10])[cH:8][cH:9]1. Yields the product CCOC(=O)c1ccc2c(c1)nc(-c1ccc(OCc3cc(Cl)ccc3Br)cc1)n2C1CCCCC1. The reactants are Cc1cc(Cl)ccc1Br, Clc1ccc(Br)c(CBr)c1, O=C1CCC(=O)N1Br, O=C([O-])[O-], CCOC(C)=O, CN(C)C=O, CCOC(=O)c1ccc2c(c1)nc(-c1ccc(O)cc1)n2C1CCCCC1, [K+], [K+], O. The reactants are Nc1ccc(Br)cc1, CC(=O)O, O=Cc1ccccc1, CC(Cl)Cl. Yields the product Brc1ccc(NCc2ccccc2)cc1. As a reaction SMILES: [Br:1][c:2]1[cH:3][cH:4][c:5]([NH2:6])[cH:7][cH:8]1.[CH3:17][C:18](=[O:19])[OH:20].[CH:9](=[O:10])[c:11]1[cH:12][cH:13][cH:14][cH:15][cH:16]1.[Cl:21][CH:22]([Cl:23])[CH3:24]>>[Br:1][c:2]1[cH:3][cH:4][c:5]([NH:6][CH2:9][c:11]2[cH:12][cH:13][cH:14][cH:15][cH:16]2)[cH:7][cH:8]1. Reactants: C1=CC=CC=2C3=CC=CC=C3CC12.[Li] (Lithium Fluorene), Cl[Si](C)(C)C=1CC2=CC=CC=C2C1 (chloro-2-indenyl-dimethylsilane). The solvent is C(C)OCC (diethyl ether). Reaction conditions: temperature 25 celsius, time 2 hour. Yields the product C1(=CC=CC=2C3=CC=CC=C3CC12)[Si](C)(C)C=1CC2=CC=CC=C2C1 (fluorenyl-2-indenyldimethylsilane). The yield is 75.0%. Reaction SMILES: [CH:1]1[C:13]2[CH2:12][C:11]3[C:6](=[CH:7][CH:8]=[CH:9][CH:10]=3)[C:5]=2[CH:4]=[CH:3][CH:2]=1.[Li].Cl[Si:16]([C:19]1[CH2:20][C:21]2[C:26]([CH:27]=1)=[CH:25][CH:24]=[CH:23][CH:22]=2)([CH3:18])[CH3:17]>C(OCC)C>[C:1]1([Si:16]([C:19]2[CH2:20][C:21]3[C:26]([CH:27]=2)=[CH:25][CH:24]=[CH:23][CH:22]=3)([CH3:17])[CH3:18])[C:13]2[CH2:12][C:11]3[C:6](=[CH:7][CH:8]=[CH:9][CH:10]=3)[C:5]=2[CH:4]=[CH:3][CH:2]=1 |f:0.1,^1:13|. Procedure: A solution of lithium fluorene from Example 4 was slowly added dropwise at 0° C., by means of a septum and a syringe, to a solution of chloro-2-indenyl-dimethylsilane (2.85 g, 0.0136 mol.) according to Example 1 in 20 ml of diethyl ether. After 2 hours' stirring at 25° C., the resulting LiCl was filtered off. The solvent was removed from the filtrate and the beige-colored residue was dissolved in hot ether/petroleum ether and crystallized at −30° C. 3.45 g (75%) of fluorenyl-2-indenyldimethylsil... Reported procedure: 55 g of 4-difluoromethoxybenzhydrol are dissolved in 440 ml of chloroform, the mixture is cooled to 0° C. and 17.5 ml of thionyl chloride in 220 ml of chloroform are added. The mixture is allowed to stand for 24 hours at room temperature and excess thionyl chloride and chloroform are removed by distillation. 47 g (80%) of 4-difluoromethoxybenzhydryl chloride are obtained as a yellow oil. Reaction SMILES: [F:1][CH:2]([F:18])[O:3][C:4]1[CH:17]=[CH:16][C:7]([CH:8](O)[C:9]2[CH:14]=[CH:13][CH:12]=[CH:11][CH:10]=2)=[CH:6][CH:5]=1.S(Cl)([Cl:21])=O>C(Cl)(Cl)Cl>[F:1][CH:2]([F:18])[O:3][C:4]1[CH:17]=[CH:16][C:7]([CH:8]([Cl:21])[C:9]2[CH:14]=[CH:13][CH:12]=[CH:11][CH:10]=2)=[CH:6][CH:5]=1. The solvent is C(Cl)(Cl)Cl (chloroform), C(Cl)(Cl)Cl (chloroform). Reactants: FC(OC1=CC=C(C(C2=CC=CC=C2)O)C=C1)F (4-difluoromethoxybenzhydrol), S(=O)(Cl)Cl (thionyl chloride). The yield is 80.0%. Product: FC(OC1=CC=C(C(C2=CC=CC=C2)Cl)C=C1)F (4-difluoromethoxybenzhydryl chloride). Run at temperature 0 celsius, time 24 hour. Reported procedure: colorless amorphous solid; [α]D22−84 (c 0.2, MeOH); UV (MeOH) λmax nm (ε) 211 (17400), 248 (12900); IR (KBr) νmax 3433, 2961, 2933, 2879, 1730, 1708, 1457, 1251, 975 cm−1; 1H NMR (CDCl3, 600 MHz) δ 7.00 (1H, s, H-19), 6.64 (1H, bs, H-17), 5.45 (1H, ddd, J=15.2, 6.5, 6.5 Hz, H-12), 5.42 (1H, dd, J=6.4, 3.7 Hz, H-15), 5.35 (1H, dt, J=15.2, 7.1 Hz, H-13), 4.42 (1H, m, H-3), 3.58 (1H, ddd, J=8.1, 7.9, 2.8 Hz, H-7), 3.24 (1H, m, H-6), 3.14 (1H, dq, J=4.0, 6.9 Hz, H-6), 2.92 (1H, d, J=7.9 Hz, 7-OH), 2... As a reaction SMILES: [K+].[Br-].[CH3:3][C:4]1[S:8][CH:7]=[C:6](/[CH:9]=[C:10](/[C@H:12]2[O:30][C:28](=[O:29])[CH2:27][C@H:26]([OH:31])[C@H:25]([CH3:32])[C:23](=[O:24])[C@H:22]([CH3:33])[C@@H:21]([OH:34])[C@@H:20]([CH3:35])[CH2:19][CH2:18][CH2:17][C@H:15]3O[C@H:14]3[CH2:13]2)\[CH3:11])[N:5]=1.CC1SC=C(/C=C(/[C@H]2OC(=O)C[C@H](O)C(C)(C)C(=O)[C@H](C)[C@@H](O)CCCCC=CC2)\C)N=1.CC1SC=C(/C=C(/[C@H]2OC(=O)C[C@H](O)C(C)(C)C(=O)C[C@@H](O)[C@@H](C)CCCC=CC2)\C)N=1.CC1SC=C(/C=C(/[C@H]2OC(=O)C[C@H](O)C(C)(C)C(=O)[C@H](C)[C@@H](O)C(C)=CCCC(C)=CC2)\C)N=1.CC1SC=C(/C=C(/[C@H]2OC(=O)C[C@H](O)[C@H](C)C(=O)[C@H](C)[C@@H](O)[C@@H](C)CCCC(C)=CC2)\C)N=1.CC1SC=C(/C=C(/[C@H]2OC(=O)C[C@H](O)C(C)(C)C(=O)[C@H](C)[C@@H](O)C(C)=CCCC=CC2)\C)N=1.CC1SC=C(/C=C(/[C@H]2OC(=O)C[C@H](O)[C@@H](C)C(=O)[C@H](C)[C@@H](O)[C@@H](C)CCCC(C)=CC2)\C)N=1.CC1SC=C(/C=C(/[C@H]2OC(=O)C[C@H](O)[C@H](C)C(=O)[C@H](C)[C@@H](O)[C@@H](C)CCCC=CC2)\C)N=1>CO>[CH3:3][C:4]1[S:8][CH:7]=[C:6](/[CH:9]=[C:10](/[C@H:12]2[O:30][C:28](=[O:29])[CH2:27][C@H:26]([OH:31])[C@H:25]([CH3:32])[C:23](=[O:24])[C@H:22]([CH3:33])[C@@H:21]([OH:34])[C@@H:20]([CH3:35])[CH2:19][CH2:18][CH2:17][CH:15]=[CH:14][CH2:13]2)\[CH3:11])[N:5]=1 |f:0.1|. The reactants are ( ε ), ( 48 ), CC1=NC(=CS1)/C=C(\C)/[C@@H]2C/C=C\CCC[C@@H]([C@@H](CC(=O)C([C@H](CC(=O)O2)O)(C)C)O)C (Epothilone C3), CC1=NC(=CS1)/C=C(\C)/[C@@H]2C/C=C\CCC[C@@H]([C@@H]([C@H](C(=O)[C@H]([C@H](CC(=O)O2)O)C)C)O)C (Epothilone C2), CC1=NC(=CS1)/C=C(\C)/[C@@H]2C/C=C(\CCC[C@@H]([C@@H]([C@H](C(=O)[C@@H]([C@H](CC(=O)O2)O)C)C)O)C)/C (Epothilone D1), CC1=NC(=CS1)/C=C(\C)/[C@@H]2C/C=C\CC/C=C(/[C@@H]([C@H](C(=O)C([C@H](CC(=O)O2)O)(C)C)C)O)\C (Epothilone C5), ( 15 ), ( 100 ), CC1=NC(=CS1)/C=C(\C)/[C@@H]2C/C=C(\CCC[C@@H]([C@@H]([C@H](C(=O)[C@H]([C@H](CC(=O)O2)O)C)C)O)C)/C (Epothilone D2), [K+].[Br-] (KBr), CC1=NC(=CS1)/C=C(\C)/[C@@H]2C/C=C\CCCC[C@@H]([C@H](C(=O)C([C@H](CC(=O)O2)O)(C)C)C)O (Epothilone C4), CC1=NC(=CS1)/C=C(\C)/[C@@H]2C/C=C(\CCC[C@@H]([C@@H]([C@H](C(=O)[C@H]([C@H](CC(=O)O2)O)C)C)O)C)/C (Epothilone D2), ( 14 ), CC1=NC(=CS1)/C=C(\C)/[C@@H]2C[C@H]3[C@H](O3)CCC[C@@H]([C@@H]([C@H](C(=O)[C@H]([C@H](CC(=O)O2)O)C)C)O)C (Epothilone A2), CC1=NC(=CS1)/C=C(\C)/[C@@H]2C/C=C(\CC/C=C(/[C@@H]([C@H](C(=O)C([C@H](CC(=O)O2)O)(C)C)C)O)\C)/C (Epothilone D5). The solvent is CO (MeOH), CO (MeOH). The product is CC1=NC(=CS1)/C=C(\C)/[C@@H]2C/C=C/CCC[C@@H]([C@@H]([C@H](C(=O)[C@H]([C@H](CC(=O)O2)O)C)C)O)C (trans-Epothilone C1).